From a dataset of the Open Reaction Database (ORD), a public repository of structured organic reaction records. describe an organic reaction: reactants, conditions, products, and yield The reactants are [BH4-], CO, O=CCC1(c2cc(F)cc(F)c2)CC1, [Na+]. Yields the product OCCC1(c2cc(F)cc(F)c2)CC1. RXN SMILES: [BH4-:1].[CH3:17][OH:18].[F:3][c:4]1[cH:5][c:6]([C:11]2([CH2:14][CH:15]=[O:16])[CH2:12][CH2:13]2)[cH:7][c:8]([F:10])[cH:9]1.[Na+:2]>>[F:3][c:4]1[cH:5][c:6]([C:11]2([CH2:14][CH2:15][OH:16])[CH2:12][CH2:13]2)[cH:7][c:8]([F:10])[cH:9]1. The reactants are C(#C)C=1C=C(C=CC1)NC=1C2=C(N=CN1)OC1=C2CCNC1 (N-(3-Ethynylphenyl)-5,6,7,8-tetrahydropyrido[4′,3′:4,5]furo[2,3-d]pyrimidin-4-amine), Cl.CN(C/C=C/C(=O)O)C(C)C ((2E)-4-[methyl(1-methylethyl)amino]but-2-enoic acid hydrochloride). Product: C(#C)C=1C=C(C=CC1)NC=1C2=C(N=CN1)OC1=C2CCN(C1)C(\C=C\CN(C)C(C)C)=O (N-(3-Ethynylphenyl)-7-{(2E)-4-[isopropyl(methyl)amino]but-2-enoyl}-5,6,7,8-tetrahydropyrido[4′,3′:4,5]furo[2,3-d]pyrimidin-4-amine). RXN SMILES: [C:1]([C:3]1[CH:4]=[C:5]([NH:9][C:10]2[C:11]3[C:18]4[CH2:19][CH2:20][NH:21][CH2:22][C:17]=4[O:16][C:12]=3[N:13]=[CH:14][N:15]=2)[CH:6]=[CH:7][CH:8]=1)#[CH:2].Cl.[CH3:24][N:25]([CH:32]([CH3:34])[CH3:33])[CH2:26]/[CH:27]=[CH:28]/[C:29](O)=[O:30]>>[C:1]([C:3]1[CH:4]=[C:5]([NH:9][C:10]2[C:11]3[C:18]4[CH2:19][CH2:20][N:21]([C:29](=[O:30])/[CH:28]=[CH:27]/[CH2:26][N:25]([CH:32]([CH3:34])[CH3:33])[CH3:24])[CH2:22][C:17]=4[O:16][C:12]=3[N:13]=[CH:14][N:15]=2)[CH:6]=[CH:7][CH:8]=1)#[CH:2] |f:1.2|. Reported procedure: In analogy to Example 89, the title compound was prepared from N-(3-ethynylphenyl)-5,6,7,8-tetrahydropyrido[4′,3′:4,5]furo[2,3-d]pyrimidin-4-amine from Example 43A (100 mg, 0.344 mmol) and (2E)-4-[methyl(1-methylethyl)amino]but-2-enoic acid hydrochloride from Example 2A (93 mg, 0.48 mmol) to yield 82 mg (55%). Reactants: ClC1=NSC(=N1)OC=1C=C(C2=C(B(OC2CC(=O)O)O)C1)C ([6-(3-chloro-[1,2,4]thiadiazol-5-yloxy)-1-hydroxy-4-methyl-1,3-dihydro-benzo[c][1,2]oxaborol-3-yl]-acetic acid), [Li+].C[Si](C)(C)[N-][Si](C)(C)C (LHMDS), Cl (HCl), [Li+].C[Si](C)(C)[N-][Si](C)(C)C (LHMDS). Run in C1CCOC1 (THF), O (H2O). Conditions: time 8 hour. The product is NC1=NSC(=N1)OC=1C=C(C2=C(B(OC2CC(=O)O)O)C1)C ([6-(3-Amino-[1,2,4]thiadiazol-5-yloxy)-1-hydroxy-4-methyl-1,3-dihydro-benzo[c][1,2]oxaborol-3-yl]-acetic acid). Yield: 34.6%. Reaction SMILES: Cl[C:2]1[N:6]=[C:5]([O:7][C:8]2[CH:9]=[C:10]([CH3:22])[C:11]3[CH:15]([CH2:16][C:17]([OH:19])=[O:18])[O:14][B:13]([OH:20])[C:12]=3[CH:21]=2)[S:4][N:3]=1.[Li+].C[Si]([N-:28][Si](C)(C)C)(C)C.Cl>C1COCC1.O>[NH2:28][C:2]1[N:6]=[C:5]([O:7][C:8]2[CH:9]=[C:10]([CH3:22])[C:11]3[CH:15]([CH2:16][C:17]([OH:19])=[O:18])[O:14][B:13]([OH:20])[C:12]=3[CH:21]=2)[S:4][N:3]=1 |f:1.2|. Reported procedure: To a solution of [6-(3-chloro-[1,2,4]thiadiazol-5-yloxy)-1-hydroxy-4-methyl-1,3-dihydro-benzo[c][1,2]oxaborol-3-yl]-acetic acid (100 mg, 0.27 mmol) in THF (1.5 mL) was added LHMDS (1M in Hexanes, 0.54 mL, 0.54 mmol). The resulting solution was stirred at room temperature for overnight. LC-MS showed still half starting material left. The mixture was added LHMDS (1M in Hexanes, 0.54 mL, 0.54 mmol) again. After 3 hours, the mixture was diluted with H2O and acidified to pH 3 with 1N HCl at 0° C. The... Reactants: CNC(=O)c1ccc(-c2ccc(Cl)nn2)cc1F, NN, O, c1ccncc1. The product is CNC(=O)c1ccc(-c2ccc(NN)nn2)cc1F. As a reaction SMILES: [Cl:1][c:2]1[cH:3][cH:4][c:5](-[c:8]2[cH:9][c:10]([F:18])[c:11]([C:12](=[O:13])[NH:14][CH3:15])[cH:16][cH:17]2)[n:6][n:7]1.[NH2:20][NH2:21].[OH2:19].[cH:22]1[cH:23][cH:24][n:25][cH:26][cH:27]1>>[c:2]1([NH:20][NH2:21])[cH:3][cH:4][c:5](-[c:8]2[cH:9][c:10]([F:18])[c:11]([C:12](=[O:13])[NH:14][CH3:15])[cH:16][cH:17]2)[n:6][n:7]1. Starting materials: FC(C=1C=C(COCC2(OCC3=CC=CC=C23)CCO)C=C(C1)C(F)(F)F)(F)F (2-(1-((3,5-bis(trifluoromethyl)benzyloxy)methyl)-1,3-dihydroisobenzofuran-1-yl)ethanol), C1(NC(C2=CC=CC=C12)=O)=O (isoindoline-1,3-dione), C1(=CC=CC=C1)P(C1=CC=CC=C1)C1=CC=CC=C1 (triphenylphosphine), N(=NC(=O)OCC)C(=O)OCC (diethyl azodicarboxylate). Solvent: O1CCCC1 (tetrahydrofuran). Conditions: time 1 hour. The product is FC(C=1C=C(COCC2(OCC3=CC=CC=C23)CCN2C(C3=CC=CC=C3C2=O)=O)C=C(C1)C(F)(F)F)(F)F (2-(2-(1-((3,5-Bis(trifluoromethyl)benzyloxy)methyl)-1,3-dihydroisobenzofuran-1-yl)ethyl)isoindoline-1,3-dione). RXN SMILES: [F:1][C:2]([F:29])([F:28])[C:3]1[CH:4]=[C:5]([CH:21]=[C:22]([C:24]([F:27])([F:26])[F:25])[CH:23]=1)[CH2:6][O:7][CH2:8][C:9]1([CH2:18][CH2:19]O)[C:17]2[C:12](=[CH:13][CH:14]=[CH:15][CH:16]=2)[CH2:11][O:10]1.[C:30]1(=[O:40])[C:38]2[C:33](=[CH:34][CH:35]=[CH:36][CH:37]=2)[C:32](=[O:39])[NH:31]1.C1(P(C2C=CC=CC=2)C2C=CC=CC=2)C=CC=CC=1.N(C(OCC)=O)=NC(OCC)=O>O1CCCC1>[F:26][C:24]([F:25])([F:27])[C:22]1[CH:21]=[C:5]([CH:4]=[C:3]([C:2]([F:29])([F:28])[F:1])[CH:23]=1)[CH2:6][O:7][CH2:8][C:9]1([CH2:18][CH2:19][N:31]2[C:32](=[O:39])[C:33]3[C:38](=[CH:37][CH:36]=[CH:35][CH:34]=3)[C:30]2=[O:40])[C:17]2[C:12](=[CH:13][CH:14]=[CH:15][CH:16]=2)[CH2:11][O:10]1. Procedure: To a solution of 2-(1-((3,5-bis(trifluoromethyl)benzyloxy)methyl)-1,3-dihydroisobenzofuran-1-yl)ethanol (200 mg, 0.48 mmol), isoindoline-1,3-dione (105 mg, 0.71 mmol), and triphenylphosphine (187 mg, 0.71 mmol) in tetrahydrofuran (5 mL) at 0° C. was added diethyl azodicarboxylate (0.112 mL, 0.71 mmol). The ice bath was removed and stirring continued for 1 h. Clean, complete conversion to product was observed. The reaction was quenched by addition of saturated ammonium chloride, and extracted wit... The reactants are C1(CCC(=O)O1)=O (succinic anhydride), O=C1[C@H]2[C@@H]3CC[C@H]([C@@H](CCCC(C)C)C)[C@]3(CC[C@@H]2[C@]2(CC[C@@H](CC2=C1)O)C)C (7-ketocholesterol), ice. Solvent: N1=CC=CC=C1 (pyridine). Conditions: time 8 hour. Yields the product C(CCC(=O)O)(=O)O.O=C1[C@H]2[C@@H]3CC[C@H]([C@@H](CCCC(C)C)C)[C@]3(CC[C@@H]2[C@]2(CC[C@@H](CC2=C1)O)C)C (7-ketocholesterol succinic acid). Isolated yield 166.8%. As a reaction SMILES: [O:1]=[C:2]1[CH:26]=[C:25]2[C@:20]([CH3:28])([CH2:21][CH2:22][C@H:23]([OH:27])[CH2:24]2)[C@@H:19]2[C@@H:3]1[C@H:4]1[C@:16]([CH3:29])([CH2:17][CH2:18]2)[C@@H:7]([C@H:8]([CH3:15])[CH2:9][CH2:10][CH2:11][CH:12]([CH3:14])[CH3:13])[CH2:6][CH2:5]1.[C:30]1(=[O:36])[O:35][C:33](=[O:34])[CH2:32][CH2:31]1>N1C=CC=CC=1>[C:30]([OH:35])(=[O:36])[CH2:31][CH2:32][C:33]([OH:1])=[O:34].[O:1]=[C:2]1[CH:26]=[C:25]2[C@:20]([CH3:28])([CH2:21][CH2:22][C@H:23]([OH:27])[CH2:24]2)[C@@H:19]2[C@@H:3]1[C@H:4]1[C@:16]([CH3:29])([CH2:17][CH2:18]2)[C@@H:7]([C@H:8]([CH3:15])[CH2:9][CH2:10][CH2:11][CH:12]([CH3:14])[CH3:13])[CH2:6][CH2:5]1 |f:3.4|. Procedure details: After 5 g of 7-ketocholesterol was dissolved in 50 ml pyridine, 1.8 g of succinic anhydride was added thereto, the mixture was heated to react for 8 hours at 90° C. and allowed to stand at room temperature overnight. Then, the resulting liquid was poured into 500 ml ice-cold water. The crystals precipitated by acidification with hydrochloric acid were collected by filtration and then dissolved in ethanol, active carbon was added thereto for decoloration and filtered off, water was added to the f...